This data is from the Open Reaction Database (ORD), a public repository of structured organic reaction records. The task is: describe an organic reaction: reactants, conditions, products, and yield Starting materials: CCOCC (ether), C(CCCCCCCCC)C=1C=NC(=NC1)C1=CC=C(C=C1)O (4-(5-decylpyrimidin-2-yl)phenol), bromoalkene, C(=O)([O-])[O-].[Cs+].[Cs+] (Cs2CO3). Run in CN(C=O)C (dimethyl formamide). Product: C(CCCCCCCCC)C=1C=NC(=NC1)C1=CC=C(C=C1)OCCCCCC=C (5-decyl-2-(4-(hept-6-enyloxy)phenyl)pyrimidine). As a reaction SMILES: [CH2:1]([C:11]1[CH:12]=[N:13][C:14]([C:17]2[CH:22]=[CH:21][C:20](O)=[CH:19][CH:18]=2)=[N:15][CH:16]=1)[CH2:2][CH2:3][CH2:4][CH2:5][CH2:6][CH2:7][CH2:8][CH2:9][CH3:10].[C:24]([O-:27])([O-])=O.[Cs+].[Cs+].CCO[CH2:33][CH3:34]>CN(C)C=O>[CH2:1]([C:11]1[CH:12]=[N:13][C:14]([C:17]2[CH:22]=[CH:21][C:20]([O:27][CH2:24][CH2:11][CH2:1][CH2:2][CH2:3][CH:33]=[CH2:34])=[CH:19][CH:18]=2)=[N:15][CH:16]=1)[CH2:2][CH2:3][CH2:4][CH2:5][CH2:6][CH2:7][CH2:8][CH2:9][CH3:10] |f:1.2.3|. Reported procedure: A vinyl-terminated phenyl pyrimidine side group was synthesized from 4-(5-decylpyrimidin-2-yl)phenol for siloxane coupling to 1,2 polybutadiene using standard ether chemistry as follows: 4-(5-decylpyrimidin-2-yl)phenol (1.93 grams, 6.15 mmols), a bromoalkene (7-bromohept-1-ene, 1.22 mL, 8 mmol) and oven-dried Cs2CO3 (2.56 grams, 8 mmol) were stirred at room temperature in 40 mL of dimethyl formamide overnight, resulting in near-quantitative conversion to the ether (Scheme 6), as monitored by thi... Reactants: CC(C)(C)NN, CC1(C)C(=O)C(C)(C)C1=O. Product: CC(C)(C)NN=C1C(C)(C)C(=O)C1(C)C. As a reaction SMILES: [C:1]([CH3:2])([CH3:3])([CH3:4])[NH:5][NH2:6].[CH3:7][C:8]1([CH3:16])[C:9](=[O:15])[C:10]([CH3:13])([CH3:14])[C:11]1=[O:12]>>[C:1]([CH3:2])([CH3:3])([CH3:4])[NH:5][N:6]=[C:9]1[C:8]([CH3:7])([CH3:16])[C:11](=[O:12])[C:10]1([CH3:13])[CH3:14]. Reactants: C1CCOC1, COCC(C)(COC)C(=O)NCCCN(C)CCC1(O)CCc2cc(F)ccc2C1C(C)C. Yields the product COCC(C)(CNCCCN(C)CCC1(O)CCc2cc(F)ccc2C1C(C)C)COC. RXN SMILES: [CH2:34]1[O:35][CH2:36][CH2:37][CH2:38]1.[F:1][c:2]1[cH:3][c:4]2[c:9]([cH:10][cH:11]1)[CH:8]([CH:12]([CH3:13])[CH3:14])[C:7]([OH:15])([CH2:16][CH2:17][N:18]([CH2:19][CH2:20][CH2:21][NH:22][C:23]([C:24]([CH2:25][O:26][CH3:27])([CH3:28])[CH2:29][O:30][CH3:31])=[O:32])[CH3:33])[CH2:6][CH2:5]2>>[F:1][c:2]1[cH:3][c:4]2[c:9]([cH:10][cH:11]1)[CH:8]([CH:12]([CH3:13])[CH3:14])[C:7]([OH:15])([CH2:16][CH2:17][N:18]([CH2:19][CH2:20][CH2:21][NH:22][CH2:23][C:24]([CH2:25][O:26][CH3:27])([CH3:28])[CH2:29][O:30][CH3:31])[CH3:33])[CH2:6][CH2:5]2. Starting materials: ClC(C(OC(C)C=1C=C(C=C2C=NN(C12)COCC[Si](C)(C)C)Br)=N)(Cl)Cl ((±)-1-(5-bromo-1-((2-(trimethylsilyl)ethoxy)methyl)-1H-indazol-7-yl)ethyl 2,2,2-trichloroacetimidate), FC1=CC=C(C=C1)C1(CCN(CC1)C(=O)OC(C)(C)C)CO (tert-butyl 4-(4-fluorophenyl)-4-(hydroxymethyl)piperidine-1-carboxylate), C1CCCCC1 (cyclohexane), tetrafluoroboric acid diethyl. Solvent: ClCCl (dichloromethane). Conditions: time 15 minute. The product is BrC=1C=C2C=NN(C2=C(C1)C(C)OCC1(CCN(CC1)C(=O)OC(C)(C)C)C1=CC=C(C=C1)F)COCC[Si](C)(C)C ((±)-tert-Butyl 4-((1-(5-bromo-1-((2-(trimethylsilyl)ethoxy)methyl)-1H-indazol-7-yl)ethoxy)methyl)-4-(4-fluorophenyl)piperidine-1-carboxylate). RXN SMILES: ClC(Cl)(Cl)C(=N)O[CH:5]([C:7]1[CH:8]=[C:9]([Br:24])[CH:10]=[C:11]2[C:15]=1[N:14]([CH2:16][O:17][CH2:18][CH2:19][Si:20]([CH3:23])([CH3:22])[CH3:21])[N:13]=[CH:12]2)[CH3:6].[F:28][C:29]1[CH:34]=[CH:33][C:32]([C:35]2([CH2:48][OH:49])[CH2:40][CH2:39][N:38]([C:41]([O:43][C:44]([CH3:47])([CH3:46])[CH3:45])=[O:42])[CH2:37][CH2:36]2)=[CH:31][CH:30]=1.C1CCCCC1>ClCCl>[Br:24][C:9]1[CH:10]=[C:11]2[C:15](=[C:7]([CH:5]([O:49][CH2:48][C:35]3([C:32]4[CH:31]=[CH:30][C:29]([F:28])=[CH:34][CH:33]=4)[CH2:36][CH2:37][N:38]([C:41]([O:43][C:44]([CH3:45])([CH3:46])[CH3:47])=[O:42])[CH2:39][CH2:40]3)[CH3:6])[CH:8]=1)[N:14]([CH2:16][O:17][CH2:18][CH2:19][Si:20]([CH3:22])([CH3:21])[CH3:23])[N:13]=[CH:12]2. Procedure: To a solution of (±)-1-(5-bromo-1-((2-(trimethylsilyl)ethoxy)methyl)-1H-indazol-7-yl)ethyl 2,2,2-trichloroacetimidate (780 mg, 1.512 mmol) and tert-butyl 4-(4-fluorophenyl)-4-(hydroxymethyl)piperidine-1-carboxylate (468 mg, 1.512 mmol) in dichloromethane (3 mL) at 0° C. was added cyclohexane (3 mL) and tetrafluoroboric acid diethyl etherate (0.041 mL, 0.302 mmol). After 15 min, the reaction was quenched by addition of triethylamine (ca. 0.05 mL). The reaction was diluted with diethyl ether, wash... Starting materials: FC1=NC=CC=C1[N+](=O)[O-] (2-fluoro-3-nitropyridine), [C@H]1(CC[C@H](CC1)O)O (trans-1,4-cyclohexanediol). Product: [N+](=O)([O-])C=1C(=NC=CC1)O[C@@H]1CC[C@H](CC1)O (trans-4-(3-nitro-pyridin-2-yloxy)-cyclohexanol). As a reaction SMILES: F[C:2]1[C:7]([N+:8]([O-:10])=[O:9])=[CH:6][CH:5]=[CH:4][N:3]=1.[C@H:11]1([OH:18])[CH2:16][CH2:15][C@H:14]([OH:17])[CH2:13][CH2:12]1>>[N+:8]([C:7]1[C:2]([O:17][C@H:14]2[CH2:15][CH2:16][C@H:11]([OH:18])[CH2:12][CH2:13]2)=[N:3][CH:4]=[CH:5][CH:6]=1)([O-:10])=[O:9]. Procedure: Prepared analogously to III.1 from 4.054 g 2-fluoro-3-nitropyridine and 2.26 g trans-1,4-cyclohexanediol. The product is O=C1N(Cc2ccc(C(F)(F)F)o2)c2ccccc2C1(O)c1cc2c(cc1O)OC(F)(F)O2. The reactants are CC(C)[Mg+], [Cl-], [Cl-], O=C1C(=O)N(Cc2ccc(C(F)(F)F)o2)c2ccccc21, Oc1ccc2c(c1)OC(F)(F)O2, [NH4+], C1CCOC1. Reaction SMILES: [CH:14]([Mg+:15])([CH3:16])[CH3:17].[Cl-:13].[Cl-:39].[F:18][C:19]([c:20]1[cH:21][cH:22][c:23]([CH2:25][N:26]2[C:27](=[O:36])[C:28](=[O:35])[c:29]3[cH:30][cH:31][cH:32][cH:33][c:34]32)[o:24]1)([F:37])[F:38].[F:1][C:2]1([F:12])[O:3][c:4]2[c:5]([cH:7][cH:8][c:9]([OH:11])[cH:10]2)[O:6]1.[NH4+:40].[O:41]1[CH2:42][CH2:43][CH2:44][CH2:45]1>>[F:1][C:2]1([F:12])[O:3][c:4]2[c:5]([cH:7][c:8]([C:28]3([OH:35])[C:27](=[O:36])[N:26]([CH2:25][c:23]4[cH:22][cH:21][c:20]([C:19]([F:18])([F:37])[F:38])[o:24]4)[c:34]4[c:29]3[cH:30][cH:31][cH:32][cH:33]4)[c:9]([OH:11])[cH:10]2)[O:6]1.